This data is from the Open Reaction Database (ORD), a public repository of structured organic reaction records. The task is: describe an organic reaction: reactants, conditions, products, and yield Reactants: COc1ccc(Oc2ccc3c(C(=O)Cl)cccc3c2)cn1, CCN(C(C)C)C(C)C, Nc1ccc(F)c(Cl)c1, ClCCl, Cl. Product: COc1ccc(Oc2ccc3c(C(=O)Nc4ccc(F)c(Cl)c4)cccc3c2)cn1. RXN SMILES: [CH3:2][O:3][c:4]1[cH:5][cH:6][c:7]([O:10][c:11]2[cH:12][c:13]3[cH:14][cH:15][cH:16][c:17]([C:21](=[O:22])[Cl:23])[c:18]3[cH:19][cH:20]2)[cH:8][n:9]1.[CH:24]([N:25]([CH2:26][CH3:27])[CH:28]([CH3:29])[CH3:30])([CH3:31])[CH3:32].[Cl:33][c:34]1[cH:35][c:36]([NH2:37])[cH:38][cH:39][c:40]1[F:41].[Cl:42][CH2:43][Cl:44].[ClH:1]>>[CH3:2][O:3][c:4]1[cH:5][cH:6][c:7]([O:10][c:11]2[cH:12][c:13]3[cH:14][cH:15][cH:16][c:17]([C:21](=[O:22])[NH:37][c:36]4[cH:35][c:34]([Cl:33])[c:40]([F:41])[cH:39][cH:38]4)[c:18]3[cH:19][cH:20]2)[cH:8][n:9]1. The reactants are C(C=C)N(C(OC(C)(C)C)=O)C=1C(=NC=CC1)Br (tert-butyl allyl(2-bromopyridin-3-yl)carbamate), C(C=C)NC=1C(=NC=CC1)Br (N-allyl-2-bromopyridin-3-amine), CC(C)(C)OC(=O)OC(=O)OC(C)(C)C ((Boc)2O). The solvent is C(Cl)Cl (DCM). Product: O=C1CN(C=2C1=NC=CC2)C(=O)OC(C)(C)C (tert-butyl 3-oxo-2,3-dihydro-1H-pyrrolo[3,2-b]pyridine-1-carboxylate). RXN SMILES: [CH2:1]([N:4]([C:12]1[C:13](Br)=[N:14][CH:15]=[CH:16][CH:17]=1)[C:5](=[O:11])[O:6][C:7]([CH3:10])([CH3:9])[CH3:8])[CH:2]=C.C(NC1C(Br)=NC=CC=1)C=C.CC([O:34]C(OC(OC(C)(C)C)=O)=O)(C)C>C(Cl)Cl>[O:34]=[C:2]1[C:13]2=[N:14][CH:15]=[CH:16][CH:17]=[C:12]2[N:4]([C:5]([O:6][C:7]([CH3:8])([CH3:9])[CH3:10])=[O:11])[CH2:1]1. Procedure: tert-butyl allyl(2-bromopyridin-3-yl)carbamate. To a solution of N-allyl-2-bromopyridin-3-amine (1 eq.) and DCM (0.2 M) is added (Boc)2O (1.5 eq.). The solution is stirred at room temperature until judged complete by TLC. The solution is concentrated in vacuo and purified by column chromatography to give the title compound.